From a dataset of the Open Reaction Database (ORD), a public repository of structured organic reaction records. describe an organic reaction: reactants, conditions, products, and yield The reactants are ONC(=N)C1=CC=C(C=C1)CC(=O)O ([4-(N-hydroxycarbamimidoyl)-phenyl]-acetic acid), C(C)N(C=1C=C(C(=O)O)C=C(N1)C)CC (2-diethylamino-6-methyl-isonicotinic acid). Product: C(C)N(C1=NC(=CC(=C1)C1=NC(=NO1)C1=CC=C(C=C1)CC(=O)O)C)CC ({4-[5-(2-Diethylamino-6-methyl-pyridin-4-yl)-[1,2,4]oxadiazol-3-yl]-phenyl}-acetic acid). As a reaction SMILES: [OH:1][NH:2][C:3]([C:5]1[CH:10]=[CH:9][C:8]([CH2:11][C:12]([OH:14])=[O:13])=[CH:7][CH:6]=1)=[NH:4].[CH2:15]([N:17]([CH2:28][CH3:29])[C:18]1[CH:19]=[C:20]([CH:24]=[C:25]([CH3:27])[N:26]=1)[C:21](O)=O)[CH3:16]>>[CH2:28]([N:17]([CH2:15][CH3:16])[C:18]1[CH:19]=[C:20]([C:21]2[O:1][N:2]=[C:3]([C:5]3[CH:6]=[CH:7][C:8]([CH2:11][C:12]([OH:14])=[O:13])=[CH:9][CH:10]=3)[N:4]=2)[CH:24]=[C:25]([CH3:27])[N:26]=1)[CH3:29]. Reported procedure: The title compound is prepared in analogy to Example 5 starting from [4-(N-hydroxycarbamimidoyl)-phenyl]-acetic acid and 2-diethylamino-6-methyl-isonicotinic acid; LC-MS: tR=0.78 min; [M+1]+=367.13.